Dataset: the Open Reaction Database (ORD), a public repository of structured organic reaction records. Task: describe an organic reaction: reactants, conditions, products, and yield Starting materials: COC(=O)c1cc(N)cc(N2CCCC2=O)c1, CO, CCOCC, Cl, [N-]=[N+]=[N-], [Na+], O. Yields the product COC(=O)c1cc(O)cc(N2CCCC2=O)c1. RXN SMILES: [CH3:1][O:2][C:3]([c:4]1[cH:5][c:6]([NH2:16])[cH:7][c:8]([N:10]2[C:11](=[O:15])[CH2:12][CH2:13][CH2:14]2)[cH:9]1)=[O:17].[CH3:24][OH:25].[CH3:26][CH2:27][O:28][CH2:29][CH3:30].[ClH:23].[N-:18]=[N+:19]=[N-:20].[Na+:21].[OH2:22]>>[CH3:1][O:2][C:3]([c:4]1[cH:5][c:6]([OH:22])[cH:7][c:8]([N:10]2[C:11](=[O:15])[CH2:12][CH2:13][CH2:14]2)[cH:9]1)=[O:17].